Dataset: the Open Reaction Database (ORD), a public repository of structured organic reaction records. Task: describe an organic reaction: reactants, conditions, products, and yield The reactants are IC1=C2C=CC=CC2=C(C=2C3=C(SC21)C=CC=C3)C3=CC=C(C=C3)OS(=O)(=O)C (methanesulfonic acid 4-(6-iodo-benzo[b]naphtho[2,3-d]thiophen-11-yl)-phenyl ester), Cl (hydrochloric acid), CO (methanol), [H-].[Na+] (sodium hydride). The reagents and catalysts are C1([P]([Pd][P](C2=CC=CC=C2)(C3=CC=CC=C3)C4=CC=CC=C4)(C5=CC=CC=C5)C6=CC=CC=C6)=CC=CC=C1 (bis(triphenylphosphine)palladium). Solvent: CN(C=O)C (N,N-dimethylformamide), O (water). Reaction conditions: time 0.5 hour. The product is COC1=C2C=CC=CC2=C(C=2C3=C(SC21)C=CC=C3)C3=CC=C(C=C3)O (4-(6-Methoxy-benzo[b]naphtho[2,3-d]thiophen-11-yl)-phenol). Isolated yield 90.0%. As a reaction SMILES: [CH3:1][OH:2].[H-].[Na+].I[C:6]1[C:18]2[S:17][C:16]3[CH:19]=[CH:20][CH:21]=[CH:22][C:15]=3[C:14]=2[C:13]([C:23]2[CH:28]=[CH:27][C:26]([O:29]S(C)(=O)=O)=[CH:25][CH:24]=2)=[C:12]2[C:7]=1[CH:8]=[CH:9][CH:10]=[CH:11]2.Cl>CN(C)C=O.O.C1(C=CC=CC=1)[P](C1C=CC=CC=1)(C1C=CC=CC=1)[Pd][P](C1C=CC=CC=1)(C1C=CC=CC=1)C1C=CC=CC=1>[CH3:1][O:2][C:6]1[C:18]2[S:17][C:16]3[CH:19]=[CH:20][CH:21]=[CH:22][C:15]=3[C:14]=2[C:13]([C:23]2[CH:24]=[CH:25][C:26]([OH:29])=[CH:27][CH:28]=2)=[C:12]2[C:7]=1[CH:8]=[CH:9][CH:10]=[CH:11]2 |f:1.2,^1:46,60|. Procedure details: To cold (ice bath) anhydrous methanol (13.2 mL) was added sodium hydride (80% by weight suspension in mineral oil, 1.70 g, 56.6 mmol) in three portions. After stirring in the cold for 0.5 hours and at ambient temperature for 50 minutes copper II chloride (0.251 g, 1.87 mmol) and solution of methanesulfonic acid 4-(6-iodo-benzo[b]naphtho[2,3-d]thiophen-11-yl)-phenyl ester (3.00 g, 5.66 mmol) in dry N,N-dimethylformamide (24 mL) were added. The reaction mixture was heated at reflux for approximate... Starting materials: FC(C1=CC=C(C=C1)C1=NSC2=C1C=CC(=C2)C#CCOS(=O)(=O)C)(F)F (Methanesulfonic acid 3-[3-(4-trifluoromethyl-phenyl)-benzo[d]isothiazol-6-yl]-prop-2-ynyl ester), CNC (Dimethylamine). The product is CN(CC#CC1=CC2=C(C(=NS2)C2=CC=C(C=C2)C(F)(F)F)C=C1)C (Dimethyl-{3-[3-(4-trifluoromethyl-phenyl)-benzo[d]isothiazol-6-yl]-prop-2-ynyl}-amine). Reaction SMILES: [F:1][C:2]([F:27])([F:26])[C:3]1[CH:8]=[CH:7][C:6]([C:9]2[C:13]3[CH:14]=[CH:15][C:16]([C:18]#[C:19][CH2:20]OS(C)(=O)=O)=[CH:17][C:12]=3[S:11][N:10]=2)=[CH:5][CH:4]=1.[CH3:28][NH:29][CH3:30]>>[CH3:28][N:29]([CH3:30])[CH2:20][C:19]#[C:18][C:16]1[CH:15]=[CH:14][C:13]2[C:9]([C:6]3[CH:7]=[CH:8][C:3]([C:2]([F:27])([F:26])[F:1])=[CH:4][CH:5]=3)=[N:10][S:11][C:12]=2[CH:17]=1. Procedure: In analogy to example 17.1, Methanesulfonic acid 3-[3-(4-trifluoromethyl-phenyl)-benzo[d]isothiazol-6-yl]-prop-2-ynyl ester and Dimethylamine were converted to yield Dimethyl-{3-[3-(4-trifluoromethyl-phenyl)-benzo[d]isothiazol-6-yl]-prop-2-ynyl}-amine as light brown oil, MS: 361 (MH+). Starting materials: C1(CCCCC1)=O (cyclohexanone), C(C)(C)N(CC)C(C)C (diisopropylethylamine), C(C1=CC=CC=C1)[C@@H]1N(C(OC1)=O)C(CC1=CC=C(C=C1)OC)=O ((4S)-4-benzyl-3-[2-(4-methoxyphenyl)acetyl]-1,3-oxazolidin-2-one). The reagents and catalysts are [Ti](Cl)(Cl)(Cl)Cl (titanium tetrachloride), [Ti](Cl)(Cl)(Cl)Cl (titanium tetrachloride). Solvent: C(Cl)Cl (methylene chloride), C(Cl)Cl (methylene chloride). Conditions: temperature 0 celsius, time 1 hour. Product: C(C1=CC=CC=C1)[C@@H]1N(C(OC1)=O)C([C@H](C1=CC=C(C=C1)OC)C1(CCCCC1)O)=O ((4S)-4-benzyl-3-[(2R)-2-(1-hydroxycyclohexyl)-2-(4-methoxyphenyl)acetyl]-1,3-oxazolidin-2-one). Isolated yield 82.1%. RXN SMILES: [CH2:1]([C@H:8]1[CH2:12][O:11][C:10](=[O:13])[N:9]1[C:14](=[O:24])[CH2:15][C:16]1[CH:21]=[CH:20][C:19]([O:22][CH3:23])=[CH:18][CH:17]=1)[C:2]1[CH:7]=[CH:6][CH:5]=[CH:4][CH:3]=1.C(N(C(C)C)CC)(C)C.[C:34]1(=[O:40])[CH2:39][CH2:38][CH2:37][CH2:36][CH2:35]1>C(Cl)Cl.[Ti](Cl)(Cl)(Cl)Cl>[CH2:1]([C@H:8]1[CH2:12][O:11][C:10](=[O:13])[N:9]1[C:14](=[O:24])[C@@H:15]([C:34]1([OH:40])[CH2:39][CH2:38][CH2:37][CH2:36][CH2:35]1)[C:16]1[CH:17]=[CH:18][C:19]([O:22][CH3:23])=[CH:20][CH:21]=1)[C:2]1[CH:7]=[CH:6][CH:5]=[CH:4][CH:3]=1. Procedure: A solution of (4S)-4-benzyl-3-[2-(4-methoxyphenyl)acetyl]-1,3-oxazolidin-2-one (2.5 g, 7.68 mmol) in dry methylene chloride (50 mL) was cooled to −78° C. and treated with diisopropylethylamine (1.09 g, 8.45 mmol) followed by titanium tetrachloride (0.88 mL, 8.06 mmol). The resulting reaction was warmed to 0° C. where it was stirred for 1 h, during which time the reaction turned dark purple. The reaction was then re-cooled to −78° C. and was treated with another portion of titanium tetrachloride ... Reactants: IN1C(CCC1=O)=O (N-Iodosuccinimide), [Si](C)(C)(C(C)(C)C)OC[C@H](C)N1C=CC2=C1N=CN=C2 (7-[(1S)-2-{[tert-butyl(dimethyl)silyl]oxy}-1-methylethyl]-7H-pyrrolo[2,3-d]pyrimidine), S(=S)(=O)([O-])[O-].[Na+].[Na+] (sodium thiosulfate). Solvent: C(C)#N (acetonitrile). Reaction conditions: time 16 hour. Yields the product [Si](C)(C)(C(C)(C)C)OC[C@H](C)N1C=C(C2=C1N=CN=C2)I (7-[(1S)-2-{[tert-Butyl(dimethyl)silyl]oxy}-1-methylethyl]-5-iodo-7H-pyrrolo[2,3-d]pyrimidine). The yield is 66.0%. RXN SMILES: [I:1]N1C(=O)CCC1=O.[Si:9]([O:16][CH2:17][C@@H:18]([N:20]1[C:24]2[N:25]=[CH:26][N:27]=[CH:28][C:23]=2[CH:22]=[CH:21]1)[CH3:19])([C:12]([CH3:15])([CH3:14])[CH3:13])([CH3:11])[CH3:10].S([O-])([O-])(=O)=S.[Na+].[Na+]>C(#N)C>[Si:9]([O:16][CH2:17][C@@H:18]([N:20]1[C:24]2[N:25]=[CH:26][N:27]=[CH:28][C:23]=2[C:22]([I:1])=[CH:21]1)[CH3:19])([C:12]([CH3:13])([CH3:14])[CH3:15])([CH3:10])[CH3:11] |f:2.3.4|. Procedure details: N-Iodosuccinimide (124 g, 553 mmol) was added to 7-[(1S)-2-{[tert-butyl(dimethyl)silyl]oxy}-1-methylethyl]-7H-pyrrolo[2,3-d]pyrimidine (153.4 g, 526 mmol) (see Preparation 8) in acetonitrile (700 mL). The mixture was stirred at room temperature for 16 hours then saturated aqueous sodium thiosulfate (700 mL) was added. The mixture was extracted with EtOAc (800 mL) then the organic extract was dried over magnesium sulfate and evaporated in vacuo. The crude material was purified by column chromatog...